Dataset: the Open Reaction Database (ORD), a public repository of structured organic reaction records. Task: describe an organic reaction: reactants, conditions, products, and yield The solvent is C(C)N(CC)CC (triethylamine), C(C)#N (acetonitrile). Procedure: A solution of 2-bromo-5-nitropyridine (4.23 g, 0.02 mol) and the alkyne prepared in Step (a) (4.0 g, 0,019 mol) in 7.9 mL of triethylamine and 100 mL of acetonitrile is degassed by bubbling in dry nitrogen for 15 minutes, and 0.27 g (0.0004 mol) of bis(triphenylphosphine)palladium chloride and 0.07 g (0.0004 mol) of cuprous iodide are added. The flask is flushed with nitrogen and the mixture is stirred at room temperature for 6 hours. The solvent is removed under reduced pressure and the residue... As a reaction SMILES: Br[C:2]1[CH:7]=[CH:6][C:5]([N+:8]([O-:10])=[O:9])=[CH:4][N:3]=1.[C:11]1([C:17]2[CH2:18][CH2:19][N:20]([CH2:23][CH2:24][C:25]#[CH:26])[CH2:21][CH:22]=2)[CH:16]=[CH:15][CH:14]=[CH:13][CH:12]=1>C(N(CC)CC)C.C(#N)C.Cl[Pd](Cl)([P](C1C=CC=CC=1)(C1C=CC=CC=1)C1C=CC=CC=1)[P](C1C=CC=CC=1)(C1C=CC=CC=1)C1C=CC=CC=1>[N+:8]([C:5]1[CH:6]=[CH:7][C:2]([C:26]#[C:25][CH2:24][CH2:23][N:20]2[CH2:19][CH:18]=[C:17]([C:11]3[CH:16]=[CH:15][CH:14]=[CH:13][CH:12]=3)[CH2:22][CH2:21]2)=[N:3][CH:4]=1)([O-:10])=[O:9] |^1:39,58|. The reactants are BrC1=NC=C(C=C1)[N+](=O)[O-] (2-bromo-5-nitropyridine), C1(=CC=CC=C1)C=1CCN(CC1)CCC#C (4-(3,6-Dihydro-4-phenyl-1(2H)-pyridinyl)-1-butyne), cuprous iodide. Product: [N+](=O)([O-])C=1C=CC(=NC1)C#CCCN1CCC(=CC1)C1=CC=CC=C1 (1,2,3,6-Tetrahydro-1-[4-(5-nitro-2-pyridinyl)-3-butynyl]-4-phenylpyridine). Conditions: time 6 hour. Reagents/catalysts: Cl[Pd]([P](C1=CC=CC=C1)(C2=CC=CC=C2)C3=CC=CC=C3)([P](C4=CC=CC=C4)(C5=CC=CC=C5)C6=CC=CC=C6)Cl (bis(triphenylphosphine)palladium chloride).